This data is from the Open Reaction Database (ORD), a public repository of structured organic reaction records. The task is: describe an organic reaction: reactants, conditions, products, and yield The reactants are COC1=CC=CC=2C=COC21 (7-methoxybenzofuran), [I-].[Li+] (lithium iodide), Cl (hydrochloric acid). Solvent: N1=C(C=C(C=C1C)C)C (collidine). Product: OC1=CC=CC=2C=COC21 (7-hydroxybenzofuran). Isolated yield 96.7%. Reaction SMILES: C[O:2][C:3]1[C:11]2[O:10][CH:9]=[CH:8][C:7]=2[CH:6]=[CH:5][CH:4]=1.[I-].[Li+].Cl>N1C(C)=CC(C)=CC=1C>[OH:2][C:3]1[C:11]2[O:10][CH:9]=[CH:8][C:7]=2[CH:6]=[CH:5][CH:4]=1 |f:1.2|. Reported procedure: To a solution of 7-methoxybenzofuran (8.0 g) in collidine (80 ml) was added lithium iodide (14.5 g), and the mixture was refluxed under argon atmosphere for 1 day and cooled. To the mixture was added 1N hydrochloric acid, and the mixture was extracted with ethyl acetate (twice). The organic layer was washed with 1N hydrochloric acid (twice), water and saturated brine, and dried with magnesium sulfate. Under reduced pressure, the solvent was evaporated, and the residue was purified with silica ge... Reactants: CO, O=C(Nc1nccs1)c1nc(-c2ccc([N+](=O)[O-])cc2)[nH]c1-c1ccc(Cl)cc1, Cl. Product: Nc1ccc(-c2nc(C(=O)Nc3nccs3)c(-c3ccc(Cl)cc3)[nH]2)cc1. As a reaction SMILES: [CH3:30][OH:31].[Cl:1][c:2]1[cH:3][cH:4][c:5](-[c:8]2[c:9]([C:22](=[O:23])[NH:24][c:25]3[s:26][cH:27][cH:28][n:29]3)[n:10][c:11](-[c:13]3[cH:14][cH:15][c:16]([N+:19]([O-:20])=[O:21])[cH:17][cH:18]3)[nH:12]2)[cH:6][cH:7]1.[ClH:32]>>[Cl:1][c:2]1[cH:3][cH:4][c:5](-[c:8]2[c:9]([C:22](=[O:23])[NH:24][c:25]3[s:26][cH:27][cH:28][n:29]3)[n:10][c:11](-[c:13]3[cH:14][cH:15][c:16]([NH2:19])[cH:17][cH:18]3)[nH:12]2)[cH:6][cH:7]1. Starting materials: CC(=O)n1nc(OC2OC(COC(=O)C(C)(C)C)C(OC(=O)C(C)(C)C)C(OC(=O)C(C)(C)C)C2OC(=O)C(C)(C)C)c(Cc2ccccc2)c1C(C)C, O=C([O-])O, CO, [Na+], O. Yields the product CC(C)c1[nH]nc(OC2OC(COC(=O)C(C)(C)C)C(OC(=O)C(C)(C)C)C(OC(=O)C(C)(C)C)C2OC(=O)C(C)(C)C)c1Cc1ccccc1. RXN SMILES: [C:1](=[O:2])([CH3:3])[n:4]1[n:5][c:6]([O:19][CH:20]2[CH:21]([O:22][C:23]([C:24]([CH3:25])([CH3:26])[CH3:27])=[O:28])[CH:29]([O:30][C:31]([C:32]([CH3:33])([CH3:34])[CH3:35])=[O:36])[CH:37]([O:38][C:39]([C:40]([CH3:41])([CH3:42])[CH3:43])=[O:44])[CH:45]([CH2:47][O:48][C:49]([C:50]([CH3:51])([CH3:52])[CH3:53])=[O:54])[O:46]2)[c:7]([CH2:12][c:13]2[cH:14][cH:15][cH:16][cH:17][cH:18]2)[c:8]1[CH:9]([CH3:10])[CH3:11].[C:55](=[O:56])([OH:57])[O-:58].[CH3:61][OH:62].[Na+:59].[OH2:60]>>[nH:4]1[n:5][c:6]([O:19][CH:20]2[CH:21]([O:22][C:23]([C:24]([CH3:25])([CH3:26])[CH3:27])=[O:28])[CH:29]([O:30][C:31]([C:32]([CH3:33])([CH3:34])[CH3:35])=[O:36])[CH:37]([O:38][C:39]([C:40]([CH3:41])([CH3:42])[CH3:43])=[O:44])[CH:45]([CH2:47][O:48][C:49]([C:50]([CH3:51])([CH3:52])[CH3:53])=[O:54])[O:46]2)[c:7]([CH2:12][c:13]2[cH:14][cH:15][cH:16][cH:17][cH:18]2)[c:8]1[CH:9]([CH3:10])[CH3:11]. Reactants: CO, CNC(=O)n1ccc2cc([N+](=O)[O-])ccc21, [Cl-], [Fe], [NH4+], O. Product: CNC(=O)n1ccc2cc(N)ccc21. RXN SMILES: [CH3:1][OH:2].[CH3:5][NH:6][C:7](=[O:8])[n:9]1[cH:10][cH:11][c:12]2[cH:13][c:14]([N+:18]([O-:19])=[O:20])[cH:15][cH:16][c:17]12.[Cl-:3].[Fe:21].[NH4+:4].[OH2:22]>>[CH3:5][NH:6][C:7](=[O:8])[n:9]1[cH:10][cH:11][c:12]2[cH:13][c:14]([NH2:18])[cH:15][cH:16][c:17]12.